From a dataset of the Open Reaction Database (ORD), a public repository of structured organic reaction records. describe an organic reaction: reactants, conditions, products, and yield Starting materials: O=C(Br)CBr, Nc1cc(Cl)ccc1C(=O)O, CN(C)C=O, C1COCCO1, O. Yields the product O=C(CBr)Nc1cc(Cl)ccc1C(=O)O. RXN SMILES: [Br:23][CH2:24][C:25](=[O:26])[Br:27].[NH2:1][c:2]1[c:3]([C:4](=[O:5])[OH:6])[cH:7][cH:8][c:9]([Cl:11])[cH:10]1.[O:12]=[CH:13][N:14]([CH3:15])[CH3:16].[O:17]1[CH2:18][CH2:19][O:20][CH2:21][CH2:22]1.[OH2:28]>>[NH:1]([c:2]1[c:3]([C:4](=[O:5])[OH:6])[cH:7][cH:8][c:9]([Cl:11])[cH:10]1)[C:25]([CH2:24][Br:23])=[O:26].